From a dataset of the Open Reaction Database (ORD), a public repository of structured organic reaction records. describe an organic reaction: reactants, conditions, products, and yield Reactants: O=C([O-])[O-], CS(C)=O, N#Cc1ccc(F)c([N+](=O)[O-])c1, [K+], [K+], OCCN1CCOCC1, O. Yields the product N#Cc1ccc(OCCN2CCOCC2)c([N+](=O)[O-])c1. RXN SMILES: [C:22](=[O:23])([O-:24])[O-:25].[CH3:29][S:30]([CH3:31])=[O:32].[F:1][c:2]1[c:3]([N+:10](=[O:11])[O-:12])[cH:4][c:5]([C:6]#[N:7])[cH:8][cH:9]1.[K+:26].[K+:27].[O:13]1[CH2:14][CH2:15][N:16]([CH2:19][CH2:20][OH:21])[CH2:17][CH2:18]1.[OH2:28]>>[c:2]1([O:21][CH2:20][CH2:19][N:16]2[CH2:15][CH2:14][O:13][CH2:18][CH2:17]2)[c:3]([N+:10](=[O:11])[O-:12])[cH:4][c:5]([C:6]#[N:7])[cH:8][cH:9]1. Starting materials: C#C (acetylene), [H][H] (hydrogen), N(C(=N)N)CCCC(C(=O)O)NC(=O)C=1SC=CC1NS(=O)(=O)C1=CC(=CC=C1)C#CC=1C=NC=CC1 (5-Guanidino-2-{[3-(3-pyridin-3-ylethynyl-benzenesulfonyl amino)-thiophene-2-carbonyl]amino}-pentanoic acid), [H][H] (hydrogen). The reagents and catalysts are [Pd] (palladium on charcoal). The solvent is O1CCCC1.O (tetrahydrofuran water). The product is N(C(=N)N)CCC[C@@H](C(=O)O)NC(=O)C=1SC=CC1NS(=O)(=O)C1=CC(=CC=C1)CCC=1C=NC=CC1 ((S)-5-Guanidino-2-({3-[3-(2-pyridin-3-yl-ethyl)-benzenesulfonylamino]-thiophene-2-carbonyl}-amino)-pentanoic acid). Reaction SMILES: C#C.[NH:3]([CH2:7][CH2:8][CH2:9][CH:10]([NH:14][C:15]([C:17]1[S:18][CH:19]=[CH:20][C:21]=1[NH:22][S:23]([C:26]1[CH:31]=[CH:30][CH:29]=[C:28]([C:32]#[C:33][C:34]2[CH:35]=[N:36][CH:37]=[CH:38][CH:39]=2)[CH:27]=1)(=[O:25])=[O:24])=[O:16])[C:11]([OH:13])=[O:12])[C:4]([NH2:6])=[NH:5].[H][H]>O1CCCC1.O.[Pd]>[NH:3]([CH2:7][CH2:8][CH2:9][C@H:10]([NH:14][C:15]([C:17]1[S:18][CH:19]=[CH:20][C:21]=1[NH:22][S:23]([C:26]1[CH:31]=[CH:30][CH:29]=[C:28]([CH2:32][CH2:33][C:34]2[CH:35]=[N:36][CH:37]=[CH:38][CH:39]=2)[CH:27]=1)(=[O:25])=[O:24])=[O:16])[C:11]([OH:13])=[O:12])[C:4]([NH2:6])=[NH:5] |f:3.4|. Reported procedure: The acetylene (EG00298/5-Guanidino-2-{[3-(3-pyridin-3-ylethynyl-benzenesulfonyl amino)-thiophene-2-carbonyl]amino}-pentanoic acid; approx 10 mg) was dissolved in tetrahydrofuran:water (4:1, 2 mL), palladium on charcoal (approx 10% weight) was added and a hydrogen atmosphere introduced by balloon. The reaction mixture was stirred at 20° C. for 24 hours with occasional refilling of the hydrogen balloon. After this time the reaction mixture was filtered over Celite™ and the solvent removed in vacuo... The reactants are CCOC(=O)Nc1nc(CC(=O)OC)ns1, CS(C)=O, CCOC(C)=O, I, O=S(=O)(O)O. Product: CCOC(=O)Nc1nc(C(=O)C(=O)OC)ns1. RXN SMILES: [CH2:1]([CH3:2])[O:3][C:4](=[O:5])[NH:6][c:7]1[n:8][c:9]([CH2:12][C:13](=[O:14])[O:15][CH3:16])[n:10][s:11]1.[CH3:17][S:18]([CH3:19])=[O:20].[CH3:27][CH2:28][O:29][C:30](=[O:31])[CH3:32].[I:21].[S:22](=[O:23])(=[O:24])([OH:25])[OH:26]>>[CH2:1]([CH3:2])[O:3][C:4](=[O:5])[NH:6][c:7]1[n:8][c:9]([C:12]([C:13](=[O:14])[O:15][CH3:16])=[O:20])[n:10][s:11]1. The reactants are ClC1=C(C=C(C#N)C=C1)C(F)(F)F (4-chloro-3-(trifluoromethyl)benzonitrile), CN1C(CCC1)=O (1-methylpyrrolidin-2-one), solution, C1(CCCC1)[Mg]Br (cyclopentyl magnesium bromide), Cl (hydrochloric acid). Reagents/catalysts: C/C(=C/C(=O)C)/O.C/C(=C/C(=O)C)/O.C/C(=C/C(=O)C)/O.[Fe] (iron (III) acetylacetonate). Run in C1CCOC1 (THF), C1CCOC1 (THF), C(C)OCC (diethylether). Reaction conditions: time 0.5 hour. Product: C1(CCCC1)C1=C(C=C(C#N)C=C1)C(F)(F)F (4-cyclopentyl-3-(trifluoromethyl)benzonitrile). RXN SMILES: Cl[C:2]1[CH:9]=[CH:8][C:5]([C:6]#[N:7])=[CH:4][C:3]=1[C:10]([F:13])([F:12])[F:11].CN1CCCC1=O.[CH:21]1([Mg]Br)[CH2:25][CH2:24][CH2:23][CH2:22]1.Cl>C1COCC1.C(OCC)C.C/C(/O)=C/C(C)=O.C/C(/O)=C/C(C)=O.C/C(/O)=C/C(C)=O.[Fe]>[CH:21]1([C:2]2[CH:9]=[CH:8][C:5]([C:6]#[N:7])=[CH:4][C:3]=2[C:10]([F:13])([F:12])[F:11])[CH2:25][CH2:24][CH2:23][CH2:22]1 |f:6.7.8.9|. Procedure: To a solution of 4-chloro-3-(trifluoromethyl)benzonitrile (1.5 g), iron (III) acetylacetonate (130 mg), and 1-methylpyrrolidin-2-one (4 mL) in THF (45 mL) was added a 1 M solution of cyclopentyl magnesium bromide in THF (8.8 mL) at 5° C., followed by stirring at room temperature for 0.5 hours and diluting with diethylether. 1 M hydrochloric acid was slowly added thereto, followed by extraction with EtOAc. The organic layer was washed with brine, dried over MgSO4, and concentrated under reduced p... The reactants are C(CCC)[Li] (n-butyllithium), B(F)(F)F.CCOCC (Boron trifluoride diethyl etherate), C1(CC1)[C@H]1C[C@@H]2C(=NOC2)CO1 (rel-(3aR,5R)-5-cyclopropyl-3,3a,4,5-tetrahydro-7H-pyrano[3,4-c][1,2]oxazole), FC1=C(C=CC(=C1)F)I (2,4-difluoro-1-iodobenzene). Solvent: C1(=CC=CC=C1)C (toluene). Run at time 30 minute. Yields the product C1(CC1)[C@H]1C[C@@H]2[C@@](NOC2)(CO1)C1=C(C=C(C=C1)F)F (rel-(3aR,5R,7aS)-5-cyclopropyl-7a-(2,4-difluorophenyl)hexahydro-1H-pyrano[3,4-c][1,2]oxazole). RXN SMILES: B(F)(F)F.CCOCC.[CH:10]1([C@@H:13]2[O:21][CH2:20][C:16]3=[N:17][O:18][CH2:19][C@@H:15]3[CH2:14]2)[CH2:12][CH2:11]1.[F:22][C:23]1[CH:28]=[C:27]([F:29])[CH:26]=[CH:25][C:24]=1I.C([Li])CCC>C1(C)C=CC=CC=1>[CH:10]1([C@@H:13]2[O:21][CH2:20][C@:16]3([C:26]4[CH:25]=[CH:24][C:23]([F:22])=[CH:28][C:27]=4[F:29])[NH:17][O:18][CH2:19][C@@H:15]3[CH2:14]2)[CH2:12][CH2:11]1 |f:0.1|. Procedure: Boron trifluoride diethyl etherate (2.97 mL, 24.1 mmol) was added drop-wise to a solution of rel-(3aR,5R)-5-cyclopropyl-3,3a,4,5-tetrahydro-7H-pyrano[3,4-c][1,2]oxazole (C18) (1.67 g, 9.99 mmol) in toluene (150 mL) at an internal temperature of −72.5° C. The reaction mixture was stirred at −73° C. to −76° C. for 30 minutes, then treated with 2,4-difluoro-1-iodobenzene (98%, 1.37 mL, 11.2 mmol) in one portion. While the reaction temperature was maintained below −73° C., n-butyllithium (2.5 M in h...